From a dataset of the Open Reaction Database (ORD), a public repository of structured organic reaction records. describe an organic reaction: reactants, conditions, products, and yield Reactants: [N+](=O)(O)[O-] (nitric acid), CC=1C=C(C=CC1)C(F)(F)F (3-methyl benzotrifluoride). Conditions: temperature 10 celsius. Yields the product [N+](=O)([O-])C1=C(C=CC=C1C)C(F)(F)F (2-Nitro-3-Methyl Benzotrifluoride). Reaction SMILES: [N+:1]([O-:4])(O)=[O:2].[CH3:5][C:6]1[CH:7]=[C:8]([C:12]([F:15])([F:14])[F:13])[CH:9]=[CH:10][CH:11]=1>>[N+:1]([C:7]1[C:6]([CH3:5])=[CH:11][CH:10]=[CH:9][C:8]=1[C:12]([F:13])([F:15])[F:14])([O-:4])=[O:2]. Reported procedure: 6 gms of 90% nitric acid is cooled to -5° C. and 2 gms of 3-methyl benzotrifluoride was added dropwise with stirring. The two phase system was allowed to warm to 10° C. during addition. After stirring 2 hours, the reaction mixture was poured onto ice, extracted with methylene chloride and washed with dilute aqueous sodium bicarbonate. After vacuum removal of solvent on a rotary evaporator, near quantitative oil was obtained which had isomer distribution: Reactants: CSCc1cccc2c(C(CCOS(C)(=O)=O)c3cnc(Br)s3)c[nH]c12, N#C[K], CN(C)C=O, O. Yields the product CSCc1cccc2c(C(CCC#N)c3cnc(Br)s3)c[nH]c12. As a reaction SMILES: [CH3:4][S:5]([O:6][CH2:9][CH2:10][CH:11]([c:12]1[cH:13][nH:14][c:15]2[c:16]([CH2:21][S:22][CH3:23])[cH:17][cH:18][cH:19][c:20]12)[c:24]1[cH:25][n:26][c:27]([Br:29])[s:28]1)(=[O:7])=[O:8].[K:1][C:2]#[N:3].[O:31]=[CH:32][N:33]([CH3:34])[CH3:35].[OH2:30]>>[C:2](#[N:3])[CH2:9][CH2:10][CH:11]([c:12]1[cH:13][nH:14][c:15]2[c:16]([CH2:21][S:22][CH3:23])[cH:17][cH:18][cH:19][c:20]12)[c:24]1[cH:25][n:26][c:27]([Br:29])[s:28]1. Reactants: C(C)OC(=O)C=1NN=C(C1)C=1SC=CC1 (5-thiophen-2-yl-2H-pyrazole-3-carboxylic acid ethyl ester), IN1C(CCC1=O)=O (N-iodosuccinimide). The solvent is ClCCl (dichloromethane). Conditions: time 16 hour. Yields the product C(C)OC(=O)C=1NN=C(C1I)C=1SC=CC1 (4-Iodo-5-thiophen-2-yl-2H-pyrazole-3-carboxylic acid ethyl ester). RXN SMILES: [CH2:1]([O:3][C:4]([C:6]1[NH:7][N:8]=[C:9]([C:11]2[S:12][CH:13]=[CH:14][CH:15]=2)[CH:10]=1)=[O:5])[CH3:2].[I:16]N1C(=O)CCC1=O>ClCCl>[CH2:1]([O:3][C:4]([C:6]1[NH:7][N:8]=[C:9]([C:11]2[S:12][CH:13]=[CH:14][CH:15]=2)[C:10]=1[I:16])=[O:5])[CH3:2]. Procedure: 1.0 g (4.5 mmol) of 5-thiophen-2-yl-2H-pyrazole-3-carboxylic acid ethyl ester was dissolved in 15 ml of dichloromethane and 1.01 g (4.5mmol) of N-iodosuccinimide was added. The resulting solution was stirred at room temperature for 16 h. The solution was washed with aqueous sodium thiosulfate solution. The organic phase was dried with sodium sulfate and filtered. The resulting solution was passed through a short silica gel column, washing with dichloromethane. The solvent was removed under reduc... The reactants are ice MeCl2, C(C)OC(C(C)(C)OC1=CC(=CC2=CC=CC=C12)OC(=O)OC)=O (2-(3-methoxycarbonyloxy-naphthalen-1-yloxy)-2-methyl-propionic acid ethyl ester), solution, [O-]CC.[Na+] (sodium ethoxide), CC(=O)O (AcOH). Run in CCO (EtOH). Run at temperature 5 celsius, time 1 hour. The product is C(C)OC(C(C)(C)OC1=CC(=CC2=CC=CC=C12)O)=O (2-(3-Hydroxy-naphthalen-1-yloxy)-2-methyl-propionic acid ethyl ester). Reaction SMILES: [CH2:1]([O:3][C:4](=[O:24])[C:5]([O:8][C:9]1[C:18]2[C:13](=[CH:14][CH:15]=[CH:16][CH:17]=2)[CH:12]=[C:11]([O:19]C(OC)=O)[CH:10]=1)([CH3:7])[CH3:6])[CH3:2].[O-]CC.[Na+].CC(O)=O>CCO>[CH2:1]([O:3][C:4](=[O:24])[C:5]([O:8][C:9]1[C:18]2[C:13](=[CH:14][CH:15]=[CH:16][CH:17]=2)[CH:12]=[C:11]([OH:19])[CH:10]=1)([CH3:7])[CH3:6])[CH3:2] |f:1.2|. Procedure details: 1.35 g (4.1 mmol) of 2-(3-methoxycarbonyloxy-naphthalen-1-yloxy)-2-methyl-propionic acid ethyl ester was dissolved in 30 ml of EtOH and cooled down to 5° C.; while stirring, 1.66 ml=1.45 g (4.5 mmol) of a solution of sodium ethoxide (21% in EtOH) was added and the reaction mixture then warmed up to ambient temperature. After 1 hour, it was poured into crashed ice/MeCl2, the pH was adjusted to 5-6 with AcOH (1N) and the reaction mixture was subsequently extracted twice with MeCl2; the organic pha... The reactants are CO, O=C1NCCNc2cccc([N+](=O)[O-])c21. Yields the product Nc1cccc2c1C(=O)NCCN2. Reaction SMILES: [CH3:16][OH:17].[N+:1]([O-:2])(=[O:3])[c:4]1[cH:5][cH:6][cH:7][c:8]2[c:14]1[C:13](=[O:15])[NH:12][CH2:11][CH2:10][NH:9]2>>[NH2:1][c:4]1[cH:5][cH:6][cH:7][c:8]2[c:14]1[C:13](=[O:15])[NH:12][CH2:11][CH2:10][NH:9]2. Starting materials: [Al+3], CCOC(=O)c1cn(Cc2ccccc2)nc1OCc1ccc(OCc2nc(-c3ccccc3)oc2C)c(OC)c1, CCOC(C)=O, [H-], [H-], [H-], [H-], [Li+], [Na+], [Na+], C1CCOC1, O, O, O, O, O, O, O, O, O, O, O=S(=O)([O-])[O-]. Product: COc1cc(COc2nn(Cc3ccccc3)cc2CO)ccc1OCc1nc(-c2ccccc2)oc1C. RXN SMILES: [Al+3:43].[CH2:1]([c:2]1[cH:3][cH:4][cH:5][cH:6][cH:7]1)[n:8]1[n:9][c:10]([O:18][CH2:19][c:20]2[cH:21][c:22]([O:40][CH3:41])[c:23]([O:26][CH2:27][c:28]3[n:29][c:30](-[c:34]4[cH:35][cH:36][cH:37][cH:38][cH:39]4)[o:31][c:32]3[CH3:33])[cH:24][cH:25]2)[c:11]([C:13](=[O:14])[O:15][CH2:16][CH3:17])[cH:12]1.[CH3:70][CH2:71][O:72][C:73](=[O:74])[CH3:75].[H-:42].[H-:45].[H-:46].[H-:47].[Li+:44].[Na+:63].[Na+:64].[O:65]1[CH2:66][CH2:67][CH2:68][CH2:69]1.[OH2:48].[OH2:49].[OH2:50].[OH2:51].[OH2:52].[OH2:53].[OH2:54].[OH2:55].[OH2:56].[OH2:57].[S:58]([O-:59])([O-:60])(=[O:61])=[O:62]>>[CH2:1]([c:2]1[cH:3][cH:4][cH:5][cH:6][cH:7]1)[n:8]1[n:9][c:10]([O:18][CH2:19][c:20]2[cH:21][c:22]([O:40][CH3:41])[c:23]([O:26][CH2:27][c:28]3[n:29][c:30](-[c:34]4[cH:35][cH:36][cH:37][cH:38][cH:39]4)[o:31][c:32]3[CH3:33])[cH:24][cH:25]2)[c:11]([CH2:13][OH:14])[cH:12]1. The reactants are CCSc1nc(-c2ccc(OC)c(OC)c2)cc2nccn12, CS(C)=O, CC(C)(C)[O-], Nc1cccc(F)c1, [K+], O. Yields the product COc1ccc(-c2cc3nccn3c(Nc3cccc(F)c3)n2)cc1OC. Reaction SMILES: [CH2:15]([S:16][c:18]1[n:19][c:20](-[c:27]2[cH:28][c:29]([O:35][CH3:36])[c:30]([O:33][CH3:34])[cH:31][cH:32]2)[cH:21][c:22]2[n:23]1[cH:24][cH:25][n:26]2)[CH3:17].[CH3:38][S:39]([CH3:40])=[O:41].[CH3:9][C:10]([CH3:11])([O-:12])[CH3:13].[F:1][c:2]1[cH:3][c:4]([NH2:5])[cH:6][cH:7][cH:8]1.[K+:14].[OH2:37]>>[F:1][c:2]1[cH:3][c:4]([NH:5][c:18]2[n:19][c:20](-[c:27]3[cH:28][c:29]([O:35][CH3:36])[c:30]([O:33][CH3:34])[cH:31][cH:32]3)[cH:21][c:22]3[n:23]2[cH:24][cH:25][n:26]3)[cH:6][cH:7][cH:8]1. The reactants are OC[C@H]1[C@]2(C)[C@H](CC1)[C@@H]1CCC3=CC(CC[C@@H]3[C@H]1CC2)=O ((14β,17α)-17-(hydroxymethyl)estr-4-en-3-one), C[C@@]12CCC[C@H]1[C@@H]1CCC3=CC(CC[C@@H]3[C@H]1CC2)=O (estr-4-en-3-one). The solvent is O1CCOCC1 (dioxane). Product: C(C)[C@H]1[C@H]2[C@H]3CC[C@H]([C@@]3(C)CC[C@@H]2[C@H]2CCC(C=C2C1)=O)CO ((7α,14β,17α)-7-Ethyl-17-(hydroxymethyl)estr-4-en-3-one). As a reaction SMILES: [OH:1][CH2:2][C@@H:3]1[CH2:8][CH2:7][C@@H:6]2[C@H:9]3[C@H:18]([CH2:19][CH2:20][C@:4]12[CH3:5])[C@@H:17]1[C:12](=[CH:13][C:14](=[O:21])[CH2:15][CH2:16]1)[CH2:11][CH2:10]3.[CH3:22][C@:23]12CC[C@H]3[C@@H](CCC4[C@@H]3CCC(=O)C=4)[C@@H]1CCC2>O1CCOCC1>[CH2:22]([C@@H:10]1[CH2:11][C:12]2[C@H:17]([CH2:16][CH2:15][C:14](=[O:21])[CH:13]=2)[C@@H:18]2[C@@H:9]1[C@@H:6]1[C@@:4]([CH2:20][CH2:19]2)([CH3:5])[C@H:3]([CH2:2][OH:1])[CH2:8][CH2:7]1)[CH3:23]. Reported procedure: xvi)—Following a procedure analogous to that described under iv of Example 1, the product obtained in the previous step (2.15 g) was converted to (7α,14β,7α)-7-ethyl-17-hydroxymethyl)estr-4-en-3-one (0.60 g), [α]D20=+68 ° (c=0.50, dioxane).